Dataset: the Open Reaction Database (ORD), a public repository of structured organic reaction records. Task: describe an organic reaction: reactants, conditions, products, and yield Starting materials: FC=1C=NC=C(C(=NO)Cl)C1 (5-Fluoro-N-hydroxynicotinimidoyl chloride), FC(OC1=CC(=CC=C1)C#C)F (1-(difluoromethoxy)-3-ethynylbenzene), N (NH3). The product is FC(OC=1C=C(C=CC1)C1=CC(=NO1)C=1C=NC=C(C1)F)F (5-(3-(Difluoromethoxy)phenyl)-3-(5-fluoropyridin-3-yl)isoxazole). As a reaction SMILES: [F:1][C:2]1[CH:3]=[N:4][CH:5]=[C:6]([CH:11]=1)[C:7](Cl)=[N:8][OH:9].[F:12][CH:13]([F:23])[O:14][C:15]1[CH:20]=[CH:19][CH:18]=[C:17]([C:21]#[CH:22])[CH:16]=1.N>>[F:12][CH:13]([F:23])[O:14][C:15]1[CH:16]=[C:17]([C:21]2[O:9][N:8]=[C:7]([C:6]3[CH:5]=[N:4][CH:3]=[C:2]([F:1])[CH:11]=3)[CH:22]=2)[CH:18]=[CH:19][CH:20]=1. Procedure: The titled compound was prepared according to Method CB using the product of product of Example 28B (88 mg, 0.5 mmol) and 1-(difluoromethoxy)-3-ethynylbenzene (Fluorochemicals, 84 mg, 0.5 mmol). 1H NMR (300 MHz, MeOH-d4) δ 6.95 (s, 1H), 7.31 (dd, J=8.3, 2.0 Hz, 1H), 7.47 (s, 1H), 7.59 (t, J=8.1 Hz, 1H), 7.70 (t, J=2.1 Hz, 1H), 7.77-7.83 (m, 1H), 8.18 (ddd, J=9.3, 2.8, 1.8 Hz, 1H), 8.61 (d, J=2.8 Hz, 1H), 8.98 (t, J=1.4 Hz, 1H) ppm; MS (DCI/NH3) m/z 307 (M+H)+. Starting materials: C(=O)(O)[O-].[Na+] (NaHCO3), ClCCS(=O)(=O)Cl (2-Chloroethanesulfonyl chloride), Cl.N1C=NC(=C1)CN1C[C@H](N(CC2=C1C=CC(=C2)C#N)S(=O)(=O)C)CC2=CC=CC=C2 ((R)-2,3,4,5-Tetrahydro-1-(1H-imidazol-4-ylmethyl)-4-(methylsulfonyl)-3-(phenylmethyl)-1H-1,4-benzodiazepine-7-carbonitrile, monohydrochloride), CCN(C(C)C)C(C)C (DIEA). Run in C(Cl)(Cl)Cl (chloroform), ClCCl (dichloromethane). Run at time 16 hour. Product: C(#N)C=1C=CC2=C(CN([C@@H](CN2CC=2N=CN(C2)C(=O)OC(C)(C)C)CC2=CC=CC=C2)S(=O)(=O)C2=CC=CC=C2)C1 ((R)-7-cyano-2,3,4,5-tetrahydro-1-[(((1,1-dimethylethoxy)-carbonyl)-1H-imidazol-4-yl)methyl]-4-(phenylsulfonyl)-3-(phenylmethyl)-1H-1,4-benzodiazepine). Yield: 116.5%. Reaction SMILES: Cl[CH2:2][CH2:3]S(Cl)(=O)=O.Cl.[NH:9]1[CH:13]=[C:12]([CH2:14][N:15]2[C:21]3[CH:22]=[CH:23][C:24]([C:26]#[N:27])=[CH:25][C:20]=3[CH2:19][N:18]([S:28]([CH3:31])(=[O:30])=[O:29])[C@H:17]([CH2:32][C:33]3[CH:38]=[CH:37][CH:36]=[CH:35][CH:34]=3)[CH2:16]2)[N:11]=[CH:10]1.CCN([CH:45]([CH3:47])[CH3:46])C(C)C.[C:48]([O-:51])(O)=[O:49].[Na+]>ClCCl.C(Cl)(Cl)Cl>[C:26]([C:24]1[CH:23]=[CH:22][C:21]2[N:15]([CH2:14][C:12]3[N:11]=[CH:10][N:9]([C:48]([O:51][C:20]([CH3:25])([CH3:21])[CH3:19])=[O:49])[CH:13]=3)[CH2:16][C@@H:17]([CH2:32][C:33]3[CH:34]=[CH:35][CH:36]=[CH:37][CH:38]=3)[N:18]([S:28]([C:31]3[CH:3]=[CH:2][CH:46]=[CH:45][CH:47]=3)(=[O:29])=[O:30])[CH2:19][C:20]=2[CH:25]=1)#[N:27] |f:1.2,4.5|. Procedure: 2-Chloroethanesulfonyl chloride (1.85 g, 11.4 mmol) was added to a solution of Compound C of Example 248 (1.0 g, 3.79 mmol) and DIEA (2.6 mL, 15.16 mmol) in dichloromethane (16 mL) at 0° C. under argon. After stirring for 16 hr, the reaction was diluted with chloroform (20 mL) and NaHCO3 (5 mL). The layers were separated, the aqueous layer was extracted with chloroform (2×50 mL). The combined organic extracts were washed with NaHCO3 (2×20 mL) and brine (2×50 mL), dried over MgSO4, filtered and c... Starting materials: O=C(O)c1cc(Cl)ccc1COc1ccc(F)cc1F, Cl, COC(=O)c1ccc(C(C)N)cc1. The product is COC(=O)c1ccc(C(C)NC(=O)c2cc(Cl)ccc2COc2ccc(F)cc2F)cc1. RXN SMILES: [Cl:1][c:2]1[cH:3][cH:4][c:5]([CH2:11][O:12][c:13]2[c:14]([F:20])[cH:15][c:16]([F:19])[cH:17][cH:18]2)[c:6]([C:7](=[O:8])[OH:9])[cH:10]1.[ClH:21].[NH2:22][CH:23]([CH3:24])[c:25]1[cH:26][cH:27][c:28]([C:29](=[O:30])[O:31][CH3:32])[cH:33][cH:34]1>>[Cl:1][c:2]1[cH:3][cH:4][c:5]([CH2:11][O:12][c:13]2[c:14]([F:20])[cH:15][c:16]([F:19])[cH:17][cH:18]2)[c:6]([C:7](=[O:9])[NH:22][CH:23]([CH3:24])[c:25]2[cH:26][cH:27][c:28]([C:29](=[O:30])[O:31][CH3:32])[cH:33][cH:34]2)[cH:10]1. The reactants are C(CC(=O)C)(=O)OC (methyl acetoacetate), C1(=CC=CC=C1)[C@H](C)NC(=N)N ((S)-1-phenylethylguanidine), C[O-].[Na+] (NaOMe). Solvent: CO (methanol), CO (MeOH). Run at time 8 hour. The product is C1(=CC=CC=C1)[C@H](C)NC1=NC(=CC(=N1)O)C (2-[(S)-1-Phenylethylamino]-4-hydroxy-6-methylpyrimidine). Isolated yield 12.9%. As a reaction SMILES: [C:1]1([C@@H:7]([NH:9][C:10]([NH2:12])=[NH:11])[CH3:8])[CH:6]=[CH:5][CH:4]=[CH:3][CH:2]=1.C[O-].[Na+].[C:16](OC)(=[O:21])[CH2:17][C:18]([CH3:20])=O>CO>[C:1]1([C@@H:7]([NH:9][C:10]2[N:12]=[C:16]([OH:21])[CH:17]=[C:18]([CH3:20])[N:11]=2)[CH3:8])[CH:6]=[CH:5][CH:4]=[CH:3][CH:2]=1 |f:1.2|. Reported procedure: To a solution of (S)-1-phenylethylguanidine (1 g, 6.13 mmol, 1 eq) [prepared by condensation of (S)-1-phenylethylamine with methylthiopseudourea sulfate in refluxing aqeous sodium bicarbonate] in methanol (5.8 mL) was added a solution of 25% NaOMe in MeOH (4.2 mL, 18.39 mmol, 3 eq). To this stirred solution was added methyl acetoacetate (0.66 mL, 6.13 mmol, 1 eq) dropwise via syringe. The mixture was allowed to stir overnight. The methanol was removed by warming under a flow of air. The residue ... Reactants: S(O)(O)(=O)=O (sulfuric acid), BrCCCO (3-bromopropanol), ClC(=CCOC1=CC=C(C=C1)O)Cl (4-(3,3-dichloro-2-propenyloxy)phenol), [OH-].[Na+] (sodium hydroxide), BrCCCO (3-bromopropanol), [OH-].[Na+] (sodium hydroxide). The reagents and catalysts are [Br-].C(CCC)[N+](CCCC)(CCCC)CCCC (tetra-n-butylammonium bromide). Solvent: C1(=CC=CC=C1)C (toluene), C1(=CC=CC=C1)C (toluene), O (water). Run at temperature 60 celsius, time 6 hour. Product: ClC(=CCOC1=CC=C(OCCCO)C=C1)Cl (3-(4-(3,3-dichloro-2-propenyloxy)phenoxy)-1-propyl alcohol). Yield: 98.8%. As a reaction SMILES: Br[CH2:2][CH2:3][CH2:4][OH:5].[Cl:6][C:7]([Cl:18])=[CH:8][CH2:9][O:10][C:11]1[CH:16]=[CH:15][C:14]([OH:17])=[CH:13][CH:12]=1.[OH-].[Na+].S(=O)(=O)(O)O>[Br-].C([N+](CCCC)(CCCC)CCCC)CCC.C1(C)C=CC=CC=1.O>[Cl:6][C:7]([Cl:18])=[CH:8][CH2:9][O:10][C:11]1[CH:16]=[CH:15][C:14]([O:17][CH2:2][CH2:3][CH2:4][OH:5])=[CH:13][CH:12]=1 |f:2.3,5.6|. Procedure: A mixture of 1.40 g of 3-bromopropanol, 10.0 g of toluene and 0.14 g of tetra-n-butylammonium bromide was heated to 60° C. Thereto was added dropwise a mixed solution of 2.0 g of 4-(3,3-dichloro-2-propenyloxy)phenol, 10.0 g of water and 1.49 g of a 27% aqueous sodium hydroxide solution with stirring over 6 hours. After completion of the addition, the mixture was further stirred for 11 hours at 60° C. In this period, 0.20 g of 3-bromopropanol and 0.20 g of a 27% aqueous sodium hydroxide solution ... Starting materials: C(C#C)N1C(C=2C(C1=O)=CC=CC2)=O (N-propargylphthalimide), C1(=CC=CC=C1)P(C1=CC=CC=C1)C1=CC=CC=C1 (triphenylphosphine), cuprous iodide, ClC=1C=CC(=C(C(=O)C2=CC=CC=C2)C1)I (5-chloro-2-iodobenzophenone). The reagents and catalysts are [Pd](Cl)Cl (palladium chloride). Solvent: C(Cl)Cl (methylene chloride). Product: ClC1=CC(=C(C=C1)C#CCN1C(C=2C(C1=O)=CC=CC2)=O)C(C2=CC=CC=C2)=O (1-[4-Chloro-2-benzoylphenyl]-3-phthalimidopropyne). RXN SMILES: C1(P(C2C=CC=CC=2)C2C=CC=CC=2)C=CC=CC=1.[Cl:20][C:21]1[CH:22]=[CH:23][C:24](I)=[C:25]([CH:34]=1)[C:26]([C:28]1[CH:33]=[CH:32][CH:31]=[CH:30][CH:29]=1)=[O:27].[CH2:36]([N:39]1[C:43](=[O:44])[C:42]2=[CH:45][CH:46]=[CH:47][CH:48]=[C:41]2[C:40]1=[O:49])[C:37]#[CH:38]>[Pd](Cl)Cl.C(Cl)Cl>[Cl:20][C:21]1[CH:22]=[CH:23][C:24]([C:38]#[C:37][CH2:36][N:39]2[C:43](=[O:44])[C:42]3=[CH:45][CH:46]=[CH:47][CH:48]=[C:41]3[C:40]2=[O:49])=[C:25]([C:26](=[O:27])[C:28]2[CH:33]=[CH:32][CH:31]=[CH:30][CH:29]=2)[CH:34]=1. Reported procedure: A mixture of 0.71 g (4.0 mmole) of palladium chloride, 2.1 g (8.0 mmole) of triphenylphosphine, 0.80 g (4.2 mmole) of cuprous iodide, 68.8 g (0.20 mole) of 5-chloro-2-iodobenzophenone, 200 ml ofdiethylamine, and 400 ml of methylene chloride was stirred at room temperature under argon until complete solution was obtained. In one portion, 40.0 g (0.22 mole) of N-propargylphthalimide was added to the solution and the resulting mixture stirred for 20 hr. The volatiles were removed at reduced pressur... The reactants are C(C1=CC=CC=C1)N1C(NC(C1)=O)=O (1-Benzylimidazolidine-2,4-dione), N(=C=O)CCCCCC (1-isocyanatohexane), N(=C=O)CCCCCC (1-isocyanatohexane), N1=CC=CC=C1 (pyridine). Reagents/catalysts: CN(C1=CC=NC=C1)C (4-dimethylaminopyridine). The solvent is C1(=CC=CC=C1)C (toluene). Run at temperature 115 celsius, time 6 hour. Product: C(C1=CC=CC=C1)N1C(NC(C1)=O)=O.C(CCCCC)C(=O)N (3-Benzyl-2,5-dioxoimidazolidine 1-hexylcarboxamide). As a reaction SMILES: [CH2:1]([N:8]1[CH2:12][C:11](=[O:13])[NH:10][C:9]1=[O:14])[C:2]1[CH:7]=[CH:6][CH:5]=[CH:4][CH:3]=1.N(CCCCCC)=C=[O:17].N1C=CC=CC=1>CN(C)C1C=CN=CC=1.C1(C)C=CC=CC=1>[CH2:1]([N:8]1[CH2:12][C:11](=[O:13])[NH:10][C:9]1=[O:14])[C:2]1[CH:3]=[CH:4][CH:5]=[CH:6][CH:7]=1.[CH2:2]([C:1]([NH2:8])=[O:17])[CH2:3][CH2:4][CH2:5][CH2:6][CH3:7] |f:5.6|. Procedure details: 1-Benzylimidazolidine-2,4-dione (100 mg, 0.526 mmol) and 1-isocyanatohexane (80.3 mg, 0.63 mmol) and, if required, a catalytic amount of 4-dimethylaminopyridine were dissolved in 10 ml of toluene and 0.5 ml of pyridine and stirred at 115° C. for 6 h. Then a further 80 mg of 1-isocyanatohexane were added, and the mixture was stirred at 115° C. for a further 6 h. The reaction mixture was concentrated and the residue was taken up in ethyl acetate and H2O, and the org. phases were washed twice with ...